This data is from the Open Reaction Database (ORD), a public repository of structured organic reaction records. The task is: describe an organic reaction: reactants, conditions, products, and yield Starting materials: C(C)C1=CC=2C(=NC=C(C2O)C(=O)OCC)S1 (ethyl 2-ethyl-4-hydroxythieno[2,3-b]pyridine-5-carboxylate), C(C)I (ethyl iodide). Yields the product C(C)C1=CC2=C(N(C=C(C2=O)C(=O)O)CC)S1 (2,7-diethyl-4,7-dihydro-4-oxothieno-[2,3-b]pyridine-5-carboxylic acid). RXN SMILES: [CH2:1]([C:3]1[S:17][C:6]2=[N:7][CH:8]=[C:9]([C:12]([O:14]CC)=[O:13])[C:10]([OH:11])=[C:5]2[CH:4]=1)[CH3:2].[CH2:18](I)[CH3:19]>>[CH2:1]([C:3]1[S:17][C:6]2[N:7]([CH2:18][CH3:19])[CH:8]=[C:9]([C:12]([OH:14])=[O:13])[C:10](=[O:11])[C:5]=2[CH:4]=1)[CH3:2]. Procedure details: In a manner similar to that described in Example 13, ethyl 2-ethyl-4-hydroxythieno[2,3-b]pyridine-5-carboxylate is reacted with ethyl iodide to obtain 2,7-diethyl-4,7-dihydro-4-oxothieno-[2,3-b]pyridine-5-carboxylic acid. Recrystallization from methanol gives colorless prisms melting at 197°-198°C. Starting materials: CN1CCCC1=O, CCN(C(C)C)C(C)C, COc1ccc(Nc2ccnc(Cl)n2)cc1, Cl, CC(N)C(C)(C)O, O. Yields the product COc1ccc(Nc2ccnc(NC(C)C(C)(C)O)n2)cc1. RXN SMILES: [CH3:34][N:35]1[CH2:36][CH2:37][CH2:38][C:39]1=[O:40].[CH:9]([N:10]([CH2:11][CH3:12])[CH:13]([CH3:14])[CH3:15])([CH3:16])[CH3:17].[Cl:18][c:19]1[n:20][cH:21][cH:22][c:23]([NH:25][c:26]2[cH:27][cH:28][c:29]([O:32][CH3:33])[cH:30][cH:31]2)[n:24]1.[ClH:8].[NH2:1][CH:2]([C:3]([CH3:4])([OH:5])[CH3:6])[CH3:7].[OH2:41]>>[NH:1]([CH:2]([C:3]([CH3:4])([OH:5])[CH3:6])[CH3:7])[c:19]1[n:20][cH:21][cH:22][c:23]([NH:25][c:26]2[cH:27][cH:28][c:29]([O:32][CH3:33])[cH:30][cH:31]2)[n:24]1. Reactants: N1(CCC1)S(=O)(=O)N (azetidine-1-sulfonamide), C1(CCCCC1)P(C1=C(C=CC=C1)C1=C(C=C(C=C1C(C)C)C(C)C)C(C)C)C1CCCCC1 (2-dicyclohexylphosphino-2′,4′,6′-tri-isopropyl-1,1′-biphenyl), C([O-])([O-])=O.[Cs+].[Cs+] (cesium carbonate), ClC1=CC(=NC(=N1)SCC1=C(C(=CC=C1)F)F)OCCO (2-({6-chloro-2-[(2,3-difluorobenzyl)thio]pyrimidin-4-yl}oxy)ethanol), product. Reagents/catalysts: C=1C=CC(=CC1)/C=C/C(=O)/C=C/C2=CC=CC=C2.C=1C=CC(=CC1)/C=C/C(=O)/C=C/C2=CC=CC=C2.C=1C=CC(=CC1)/C=C/C(=O)/C=C/C2=CC=CC=C2.[Pd].[Pd] (tris(dibenzylideneacetone)dipalladium). Run in O1CCOCC1 (dioxane). Conditions: temperature 100 celsius. The product is FC1=C(CSC2=NC(=CC(=N2)NS(=O)(=O)N2CCC2)OCCO)C=CC=C1F (N-[2-[(2,3-Difluorobenzyl)thio]-6-(2-hydroxyethoxy)pyrimidin-4-yl]-azetidine-1-sulfonamide). As a reaction SMILES: [N:1]1([S:5]([NH2:8])(=[O:7])=[O:6])[CH2:4][CH2:3][CH2:2]1.C1(P(C2CCCCC2)C2C=CC=CC=2C2C(C(C)C)=CC(C(C)C)=CC=2C(C)C)CCCCC1.C(=O)([O-])[O-].[Cs+].[Cs+].Cl[C:50]1[N:55]=[C:54]([S:56][CH2:57][C:58]2[CH:63]=[CH:62][CH:61]=[C:60]([F:64])[C:59]=2[F:65])[N:53]=[C:52]([O:66][CH2:67][CH2:68][OH:69])[CH:51]=1>O1CCOCC1.C1C=CC(/C=C/C(/C=C/C2C=CC=CC=2)=O)=CC=1.C1C=CC(/C=C/C(/C=C/C2C=CC=CC=2)=O)=CC=1.C1C=CC(/C=C/C(/C=C/C2C=CC=CC=2)=O)=CC=1.[Pd].[Pd]>[F:65][C:59]1[C:60]([F:64])=[CH:61][CH:62]=[CH:63][C:58]=1[CH2:57][S:56][C:54]1[N:55]=[C:50]([NH:8][S:5]([N:1]2[CH2:4][CH2:3][CH2:2]2)(=[O:7])=[O:6])[CH:51]=[C:52]([O:66][CH2:67][CH2:68][OH:69])[N:53]=1 |f:2.3.4,7.8.9.10.11|. Procedure details: A mixture of azetidine-1-sulfonamide (0.33 g, prepared according to patent WO2004/011443), tris(dibenzylideneacetone)dipalladium (0) (50 mg), 2-dicyclohexylphosphino-2′,4′,6′-tri-isopropyl-1,1′-biphenyl (XPHOS) (50 mg), cesium carbonate (0.585 g) and 2-({6-chloro-2-[(2,3-difluorobenzyl)thio]pyrimidin-4-yl}oxy)ethanol ((the product from example 112 step ii), 0.400 g) in dioxane (20 ml) was heated at reflux in a microwave at 100° C., 300 W, open vessel with cooling for 30 mins. The reaction mixtur...